Dataset: the Open Reaction Database (ORD), a public repository of structured organic reaction records. Task: describe an organic reaction: reactants, conditions, products, and yield The reactants are [BH4-], CO, N#CC=Cc1ccc(C(=O)N2CCN(S(=O)(=O)c3ccc4cc(Cl)ccc4c3)CC2)cc1, [Na+], c1ccncc1. Product: N#CCCc1ccc(C(=O)N2CCN(S(=O)(=O)c3ccc4cc(Cl)ccc4c3)CC2)cc1. RXN SMILES: [BH4-:33].[CH3:41][OH:42].[Cl:1][c:2]1[cH:3][c:4]2[cH:5][cH:6][c:7]([S:12](=[O:13])(=[O:14])[N:15]3[CH2:16][CH2:17][N:18]([C:21]([c:22]4[cH:23][cH:24][c:25]([CH:28]=[CH:29][C:30]#[N:31])[cH:26][cH:27]4)=[O:32])[CH2:19][CH2:20]3)[cH:8][c:9]2[cH:10][cH:11]1.[Na+:34].[cH:35]1[cH:36][cH:37][n:38][cH:39][cH:40]1>>[Cl:1][c:2]1[cH:3][c:4]2[cH:5][cH:6][c:7]([S:12](=[O:13])(=[O:14])[N:15]3[CH2:16][CH2:17][N:18]([C:21]([c:22]4[cH:23][cH:24][c:25]([CH2:28][CH2:29][C:30]#[N:31])[cH:26][cH:27]4)=[O:32])[CH2:19][CH2:20]3)[cH:8][c:9]2[cH:10][cH:11]1. Starting materials: ClCCl.C(C)#N.CO (dichloromethane acetonitrile methanol), COC1=CC2=C(NC(=N2)S(=O)CC2=NC=C(C(=C2C)OC)C)C=C1 (5-methoxy-2-[[(3,5-dimethyl-4-methoxy-2-pyridyl)methyl]sulfinyl]-1H-benzimidazole), COC1=CC2=C(NC(=N2)S(=O)CC2=NC=C(C(=C2C)OC)C)C=C1 (5-methoxy-2-[[(3,5-dimethyl-4-methoxy-2-pyridyl)methyl]sulfinyl]-1H-benzimidazole), C(C)(=O)NC=1SC(=C(N1)C)S(=O)(=O)Cl (2-acetamido-4-methyl-5-thiazolyl sulfonyl chloride). The solvent is ClCCl (dichloromethane), C(C)N(CC)CC (triethylamine). Run at time 15 hour. The product is C(C)(=O)NC=1SC(=C(N1)C)S(=O)(=O)N1C(=NC2=C1C=CC(=C2)OC)S(=O)CC2=NC=C(C(=C2C)OC)C (1-[2-acetamido-4-methyl-5-thiazolylsulfonyl]-5-methoxy-2-[[(3,5-dimethyl-4-methoxy-2-pyridyl)methyl]sulfinyl]-1H-benzimidazole). Yield: 51.7%. RXN SMILES: [CH3:1][O:2][C:3]1[CH:24]=[CH:23][C:6]2[NH:7][C:8]([S:10]([CH2:12][C:13]3[C:18]([CH3:19])=[C:17]([O:20][CH3:21])[C:16]([CH3:22])=[CH:15][N:14]=3)=[O:11])=[N:9][C:5]=2[CH:4]=1.[C:25]([NH:28][C:29]1[S:30][C:31]([S:35](Cl)(=[O:37])=[O:36])=[C:32]([CH3:34])[N:33]=1)(=[O:27])[CH3:26].ClCCl.C(#N)C.CO>ClCCl.C(N(CC)CC)C>[C:25]([NH:28][C:29]1[S:30][C:31]([S:35]([N:7]2[C:6]3[CH:23]=[CH:24][C:3]([O:2][CH3:1])=[CH:4][C:5]=3[N:9]=[C:8]2[S:10]([CH2:12][C:13]2[C:18]([CH3:19])=[C:17]([O:20][CH3:21])[C:16]([CH3:22])=[CH:15][N:14]=2)=[O:11])(=[O:36])=[O:37])=[C:32]([CH3:34])[N:33]=1)(=[O:27])[CH3:26] |f:2.3.4|. Procedure details: 172 mg of 5-methoxy-2-[[(3,5-dimethyl-4-methoxy-2-pyridyl)methyl]sulfinyl]-1H-benzimidazole was dissolved in 10 ml of dichloromethane and 0.4 ml of triethylamine, and 128 mg of 2-acetamido-4-methyl-5-thiazolyl sulfonyl chloride was added. The reaction mixture was stirred at room temperature for 15 hr. Product spot was shown at slightly higher position than 5-methoxy-2-[[(3,5-dimethyl-4-methoxy-2-pyridyl)methyl]sulfinyl]-1H-benzimidazole in thin layer chromatography (developing solvent: dichlorom... Starting materials: C(=O)(C=1NC=CN1)C=1NC=CN1 (carbonyl diimidazole), Cl (HCl), Cl.ClC1=CC=C2C(=CC=NC2=C1)NC1=CC=C(C=C1)CC(=O)O (2-[4-(7-chloro-4-quinolylamino)phenyl] acetic acid hydrochloride), C(C)NCCN(CC)CC (triethylethylene diamine). Run in O (water), O (water), CS(=O)C (dimethyl sulphoxide), CCOCC (ether). Reaction conditions: temperature 50 celsius, time 2 hour. The product is Cl.Cl.ClC1=CC=C2C(=CC=NC2=C1)NC1=CC=C(C=C1)CC(=O)N(CC)CCN(CC)CC (2-[4-(7-chloro-4-quinolylamino)phenyl]-N-(2-diethylaminoethyl)-N-ethyl acetamide dihydrochloride). Yield: 177.8%. RXN SMILES: [ClH:1].[Cl:2][C:3]1[CH:12]=[C:11]2[C:6]([C:7]([NH:13][C:14]3[CH:19]=[CH:18][C:17]([CH2:20][C:21]([OH:23])=O)=[CH:16][CH:15]=3)=[CH:8][CH:9]=[N:10]2)=[CH:5][CH:4]=1.C(C1NC=CN=1)(C1NC=CN=1)=O.[CH2:36]([NH:38][CH2:39][CH2:40][N:41]([CH2:44][CH3:45])[CH2:42][CH3:43])[CH3:37].Cl>CS(C)=O.CCOCC.O>[ClH:2].[ClH:1].[Cl:2][C:3]1[CH:12]=[C:11]2[C:6]([C:7]([NH:13][C:14]3[CH:15]=[CH:16][C:17]([CH2:20][C:21]([N:38]([CH2:39][CH2:40][N:41]([CH2:44][CH3:45])[CH2:42][CH3:43])[CH2:36][CH3:37])=[O:23])=[CH:18][CH:19]=3)=[CH:8][CH:9]=[N:10]2)=[CH:5][CH:4]=1 |f:0.1,8.9.10|. Reported procedure: 7.0 Grams (0.02 mole) of 2-[4-(7-chloro-4-quinolylamino)phenyl] acetic acid hydrochloride were dissolved in 150 milliliters of dimethyl sulphoxide by heating the stirred mixture to 50° C. under nitrogen. The solution was cooled to room temperature, 6.48 grams (0.04 mole) of carbonyl diimidazole were added and the mixture was stirred for 21/2 hours under nitrogen. 8.64 Grams (0.06 mole) of triethylethylene diamine was added, the solution was stirred for another 21/2 hrs. and poured into 500 milli... Reactants: C1CCOC1, O=C(O)c1cccc(-c2ccc(C(F)(F)F)cc2)c1, Cc1ccc(N)cc1-c1ccc(C(=O)NCC2CC2)cc1. Yields the product Cc1ccc(NC(=O)c2cccc(-c3ccc(C(F)(F)F)cc3)c2)cc1-c1ccc(C(=O)NCC2CC2)cc1. Reaction SMILES: [CH2:41]1[O:42][CH2:43][CH2:44][CH2:45]1.[F:22][C:23]([c:24]1[cH:25][cH:26][c:27](-[c:30]2[cH:31][c:32]([C:33](=[O:34])[OH:35])[cH:36][cH:37][cH:38]2)[cH:28][cH:29]1)([F:39])[F:40].[NH2:1][c:2]1[cH:3][cH:4][c:5]([CH3:21])[c:6](-[c:8]2[cH:9][cH:10][c:11]([C:14](=[O:15])[NH:16][CH2:17][CH:18]3[CH2:19][CH2:20]3)[cH:12][cH:13]2)[cH:7]1>>[NH:1]([c:2]1[cH:3][cH:4][c:5]([CH3:21])[c:6](-[c:8]2[cH:9][cH:10][c:11]([C:14](=[O:15])[NH:16][CH2:17][CH:18]3[CH2:19][CH2:20]3)[cH:12][cH:13]2)[cH:7]1)[C:33]([c:32]1[cH:31][c:30](-[c:27]2[cH:26][cH:25][c:24]([C:23]([F:22])([F:39])[F:40])[cH:29][cH:28]2)[cH:38][cH:37][cH:36]1)=[O:34]. Starting materials: CCO, Cl, CCOC(=O)c1cc(-c2ccc(S(C)(=O)=O)cc2)n(-c2ccc(F)cc2)n1, [Na+], C1COCCO1, C1CCOC1, [OH-], O. RXN SMILES: [CH3:42][CH2:43][OH:44].[ClH:36].[F:1][c:2]1[cH:3][cH:4][c:5](-[n:8]2[n:9][c:10]([C:23](=[O:24])[O:25][CH2:26][CH3:27])[cH:11][c:12]2-[c:13]2[cH:14][cH:15][c:16]([S:19](=[O:20])(=[O:21])[CH3:22])[cH:17][cH:18]2)[cH:6][cH:7]1.[Na+:29].[O:30]1[CH2:31][CH2:32][O:33][CH2:34][CH2:35]1.[O:37]1[CH2:38][CH2:39][CH2:40][CH2:41]1.[OH-:28].[OH2:45]>>[F:1][c:2]1[cH:3][cH:4][c:5](-[n:8]2[n:9][c:10]([C:23](=[O:24])[OH:25])[cH:11][c:12]2-[c:13]2[cH:14][cH:15][c:16]([S:19](=[O:20])(=[O:21])[CH3:22])[cH:17][cH:18]2)[cH:6][cH:7]1. The product is CS(=O)(=O)c1ccc(-c2cc(C(=O)O)nn2-c2ccc(F)cc2)cc1. Reactants: C(#C)C1(OC2=C(CC1)C(=C(C(=C2C)C)O)C)C (rac-3,4-dihydro-2-ethynyl-2,5,7,8-tetramethyl-2H-1-benzopyran-6-ol), BrC1=CC2=C(S1)C=CC=C2 (2-bromobenzo[b]thiophene). Yields the product S1C2=C(C=C1C#CC1(OC3=C(CC1)C(=C(C(=C3C)C)O)C)C)C=CC=C2 (rac-[2-(Benzo[b]thiophen-2-yl)ethynyl]-3,4-dihydro-2,5,7,8-tetramethyl-2H-1-benzopyran-6-ol). As a reaction SMILES: [C:1]([C:3]1([CH3:17])[CH2:8][CH2:7][C:6]2[C:9]([CH3:16])=[C:10]([OH:15])[C:11]([CH3:14])=[C:12]([CH3:13])[C:5]=2[O:4]1)#[CH:2].Br[C:19]1[S:23][C:22]2[CH:24]=[CH:25][CH:26]=[CH:27][C:21]=2[CH:20]=1>>[S:23]1[C:19]([C:2]#[C:1][C:3]2([CH3:17])[CH2:8][CH2:7][C:6]3[C:9]([CH3:16])=[C:10]([OH:15])[C:11]([CH3:14])=[C:12]([CH3:13])[C:5]=3[O:4]2)=[CH:20][C:21]2[CH:27]=[CH:26][CH:25]=[CH:24][C:22]1=2. Reported procedure: Reaction of rac-3,4-dihydro-2-ethynyl-2,5,7,8-tetramethyl-2H-1-benzopyran-6-ol with 2-bromobenzo[b]thiophene under the conditions described in example 16 gave after chromatographic isolation and crystallization from ether/hexane colorless crystals with m.p. 120°-123° C. Starting materials: [Br-] (bromide), OC=1C=CC(=C(C=O)C1)[N+](=O)[O-] (5-Hydroxy-2-nitrobenzaldehyde), O1CCCC1 (tetrahyrofuran), Cl (HCl). Reaction conditions: temperature -78 celsius. The product is OC=1C=CC(=C(C1)C(C=C)O)[N+](=O)[O-] (1-(5′-hydroxy-2′-nitrophenyl)-2-propen-1-ol). Yield: 73.0%. RXN SMILES: [OH:1][C:2]1[CH:3]=[CH:4][C:5]([N+:10]([O-:12])=[O:11])=[C:6]([CH:9]=1)[CH:7]=[O:8].[Br-].Cl.O1CC[CH2:17][CH2:16]1>>[OH:1][C:2]1[CH:3]=[CH:4][C:5]([N+:10]([O-:12])=[O:11])=[C:6]([CH:7]([OH:8])[CH:16]=[CH2:17])[CH:9]=1. Procedure: 5-Hydroxy-2-nitrobenzaldehyde (6.0 g) is dissolved in dry tetrahyrofuran (90 ml) and thereto is added dropwise vinylmnagnesium bromide (2.3 equivalents) with stirring at −78° C. The temperature of the reaction mixture is raised gradually. After completion of the reaction, 1N HCl is added to the reaction mixture, and the mixture is extracted with ethyl acetate, and the organic layer is separated, washed with an aqueous saturated saline solution, dried over sodium sulfate, and then distilled off t... The product is N1CC(C1)OC(=O)N1CCC(CC1)OC1=NC=NC(=C1)N1CCC2=CC(=CC=C12)S(=O)(=O)C (4-[6-(5-Methanesulfonyl-2,3-dihydro-indol-1-yl)-pyrimidin-4-yloxy]-piperidine-1-carboxylic acid azetidin-3-yl ester). Run at time 2 hour. Procedure: Half of 22a was dissolved in 2.5 mL of DCM and 2.5 mL of TFA was added. The mixture was stirred at room temperature for 2 h then evaporated. The crude material was purified by preparative HPLC to afford 22-1, LCMS 474.1 (MH+). Run in C(Cl)Cl (DCM). Reactants: C(C)(C)(C)OC(=O)N1CC(C1)OC(=O)N1CCC(CC1)OC1=NC=NC(=C1)N1CCC2=CC(=CC=C12)S(=O)(=O)C (4-[6-(5-Methanesulfonyl-2,3-dihydro-indol-1-yl)-pyrimidin-4-yloxy]-piperidine-1-carboxylic acid 1-tert-butoxycarbonyl-azetidin-3-yl ester), C(=O)(C(F)(F)F)O (TFA). As a reaction SMILES: C(OC([N:8]1[CH2:11][CH:10]([O:12][C:13]([N:15]2[CH2:20][CH2:19][CH:18]([O:21][C:22]3[CH:27]=[C:26]([N:28]4[C:36]5[C:31](=[CH:32][C:33]([S:37]([CH3:40])(=[O:39])=[O:38])=[CH:34][CH:35]=5)[CH2:30][CH2:29]4)[N:25]=[CH:24][N:23]=3)[CH2:17][CH2:16]2)=[O:14])[CH2:9]1)=O)(C)(C)C.C(O)(C(F)(F)F)=O>C(Cl)Cl>[NH:8]1[CH2:11][CH:10]([O:12][C:13]([N:15]2[CH2:16][CH2:17][CH:18]([O:21][C:22]3[CH:27]=[C:26]([N:28]4[C:36]5[C:31](=[CH:32][C:33]([S:37]([CH3:40])(=[O:39])=[O:38])=[CH:34][CH:35]=5)[CH2:30][CH2:29]4)[N:25]=[CH:24][N:23]=3)[CH2:19][CH2:20]2)=[O:14])[CH2:9]1. Reactants: C(C=C)OC1(CCN(CC1)C1=C(C(=NC=2N1N=C(C2)C=2C=C(C(=CC2)F)C2=C(C=CC=C2O[C@@H](C)CC=C)F)C)[C@@H](C(=O)OC)OC(C)(C)C)C ((2S)-methyl 2-(7-(4-(allyloxy)-4-methylpiperidin-1-yl)-2-(2′,6-difluoro-6′-((S)-pent-4-en-2-yloxy)-[1,1′-biphenyl]-3-yl)-5-methylpyrazolo[1,5-a]pyrimidin-6-yl)-2-(tert-butoxy)acetate). The reagents and catalysts are CC1=CC(=C(C(=C1)C)N2CCN(C2=[Ru](=CC3=C(C=CC=C3)OC(C)C)(Cl)Cl)C4=C(C=C(C=C4C)C)C)C (Hoveyda-Grubbs Catalyst 2nd Generation). Solvent: ClCCCl (DCE). Reaction conditions: temperature 90 celsius, time 5 hour. The product is FC=1C=CC=2C3=NN4C(N=C(C(=C4N4CCC(OCC=CC[C@@H](OC5=CC=CC(=C5C1C2)F)C)(CC4)C)[C@@H](C(=O)OC)OC(C)(C)C)C)=C3 (Methyl (2S)-[(22S)-13,16-difluoro-4,22,28-trimethyl-21,27-dioxa-1,5,7,8-tetraazahexacyclo[26.2.2.16,9.110,14.02,7.015,20]tetratriaconta-2,4,6(34),8,10(33),11,13,15,17,19,24-undecaen-3-yl][(2-methyl-2-propanyl)oxy]acetate). As a reaction SMILES: [CH2:1]([O:4][C:5]1([CH3:51])[CH2:10][CH2:9][N:8]([C:11]2[N:16]3[N:17]=[C:18]([C:20]4[CH:21]=[C:22]([C:27]5[C:32]([O:33][C@H:34]([CH2:36][CH:37]=C)[CH3:35])=[CH:31][CH:30]=[CH:29][C:28]=5[F:39])[C:23]([F:26])=[CH:24][CH:25]=4)[CH:19]=[C:15]3[N:14]=[C:13]([CH3:40])[C:12]=2[C@H:41]([O:46][C:47]([CH3:50])([CH3:49])[CH3:48])[C:42]([O:44][CH3:45])=[O:43])[CH2:7][CH2:6]1)[CH:2]=C>ClCCCl.CC1C=C(C)C(N2C(=[Ru](Cl)(Cl)=CC3C=CC=CC=3OC(C)C)N(C3C(C)=CC(C)=CC=3C)CC2)=C(C)C=1>[F:26][C:23]1[CH:24]=[CH:25][C:20]2[C:18]3[CH:19]=[C:15]4[N:14]=[C:13]([CH3:40])[C:12]([C@H:41]([O:46][C:47]([CH3:48])([CH3:50])[CH3:49])[C:42]([O:44][CH3:45])=[O:43])=[C:11]([N:8]5[CH2:7][CH2:6][C:5]([CH3:51])([O:4][CH2:1][CH:2]=[CH:37][CH2:36][C@H:34]([CH3:35])[O:33][C:32]6[C:27]([C:22]=1[CH:21]=2)=[C:28]([F:39])[CH:29]=[CH:30][CH:31]=6)[CH2:10][CH2:9]5)[N:16]4[N:17]=3. Reported procedure: To a solution of (2S)-methyl 2-(7-(4-(allyloxy)-4-methylpiperidin-1-yl)-2-(2′,6-difluoro-6′-((S)-pent-4-en-2-yloxy)-[1,1′-biphenyl]-3-yl)-5-methylpyrazolo[1,5-a]pyrimidin-6-yl)-2-(tert-butoxy)acetate (100 mg, 0.142 mmol, 1.0 equiv) in DCE (70 mL) was added Hoveyda-Grubbs Catalyst 2nd Generation (8.92 mg, 0.014 mmol, 0.1 equiv) and stirred for 5 h at 90° C. Then, the solvent was evaporated and the residue was used in the next step without further purification. LCMS (M+1)=675.4.